This data is from the Open Reaction Database (ORD), a public repository of structured organic reaction records. The task is: describe an organic reaction: reactants, conditions, products, and yield The reactants are CCOC(C)=O, O=C(Cl)c1cc([N+](=O)[O-])ccc1Cl, O, c1ccncc1, Nc1ccc(S(=O)(=O)N2CCCCC2c2cccnc2)cc1. Yields the product O=C(Nc1ccc(S(=O)(=O)N2CCCCC2c2cccnc2)cc1)c1cc([N+](=O)[O-])ccc1Cl. RXN SMILES: [CH3:42][CH2:43][O:44][C:45](=[O:46])[CH3:47].[Cl:1][c:2]1[c:3]([C:4](=[O:5])[Cl:6])[cH:7][c:8]([N+:11](=[O:12])[O-:13])[cH:9][cH:10]1.[OH2:48].[cH:14]1[cH:15][cH:16][n:17][cH:18][cH:19]1.[n:20]1[cH:21][c:22]([CH:26]2[N:27]([S:32](=[O:33])(=[O:34])[c:35]3[cH:36][cH:37][c:38]([NH2:39])[cH:40][cH:41]3)[CH2:28][CH2:29][CH2:30][CH2:31]2)[cH:23][cH:24][cH:25]1>>[Cl:1][c:2]1[c:3]([C:4](=[O:5])[NH:39][c:38]2[cH:37][cH:36][c:35]([S:32]([N:27]3[CH:26]([c:22]4[cH:21][n:20][cH:25][cH:24][cH:23]4)[CH2:31][CH2:30][CH2:29][CH2:28]3)(=[O:33])=[O:34])[cH:41][cH:40]2)[cH:7][c:8]([N+:11](=[O:12])[O-:13])[cH:9][cH:10]1. The reactants are C=C(C)c1ccc2cc(C(=O)OC)ccc2n1, C1CCOC1, C[S+](C)(C)=O, CC(C)(C)[O-], [I-], [K+]. The product is COC(=O)c1ccc2nc(C3(C)CC3)ccc2c1. RXN SMILES: [C:13](=[CH2:14])([CH3:15])[c:16]1[n:17][c:18]2[cH:19][cH:20][c:21]([C:26](=[O:27])[O:28][CH3:29])[cH:22][c:23]2[cH:24][cH:25]1.[CH2:30]1[O:31][CH2:32][CH2:33][CH2:34]1.[CH3:2][S+:3]([CH3:4])([CH3:5])=[O:6].[CH3:7][C:8]([CH3:9])([O-:10])[CH3:11].[I-:1].[K+:12]>>[CH3:7][C:13]1([c:16]2[n:17][c:18]3[cH:19][cH:20][c:21]([C:26](=[O:27])[O:28][CH3:29])[cH:22][c:23]3[cH:24][cH:25]2)[CH2:14][CH2:15]1. The reactants are CCO, Cl, Fc1ccc(S)cc1, [Na+], [OH-], ClCc1ccccn1. Yields the product Cl, Fc1ccc(SCc2ccccn2)cc1. As a reaction SMILES: [CH3:20][CH2:21][OH:22].[ClH:19].[F:1][c:2]1[cH:3][cH:4][c:5]([SH:8])[cH:6][cH:7]1.[Na+:10].[OH-:9].[c:11]1([CH2:17][Cl:18])[cH:12][cH:13][cH:14][cH:15][n:16]1>>[ClH:18].[F:1][c:2]1[cH:3][cH:4][c:5]([S:8][CH2:17][c:11]2[cH:12][cH:13][cH:14][cH:15][n:16]2)[cH:6][cH:7]1.